From a dataset of the Open Reaction Database (ORD), a public repository of structured organic reaction records. describe an organic reaction: reactants, conditions, products, and yield Reactants: C(=NC1CCCCC1)=NC1CCCCC1, ClCCl, NCCCNCCCCNCCCN, O=C(O)C=Cc1cccc(O)c1. The product is NCCCNCCCCNCCCNC(=O)C=Cc1cccc(O)c1. Reaction SMILES: [CH:13]1([N:14]=[C:15]=[N:16][CH:17]2[CH2:18][CH2:19][CH2:20][CH2:21][CH2:22]2)[CH2:23][CH2:24][CH2:25][CH2:26][CH2:27]1.[Cl:42][CH2:43][Cl:44].[NH2:28][CH2:29][CH2:30][CH2:31][NH:32][CH2:33][CH2:34][CH2:35][CH2:36][NH:37][CH2:38][CH2:39][CH2:40][NH2:41].[OH:1][c:2]1[cH:3][c:4]([CH:5]=[CH:6][C:7](=[O:8])[OH:9])[cH:10][cH:11][cH:12]1>>[OH:1][c:2]1[cH:3][c:4]([CH:5]=[CH:6][C:7](=[O:9])[NH:41][CH2:40][CH2:39][CH2:38][NH:37][CH2:36][CH2:35][CH2:34][CH2:33][NH:32][CH2:31][CH2:30][CH2:29][NH2:28])[cH:10][cH:11][cH:12]1. Reactants: ClC(=O)OCC (Ethyl chloroformate), S1C2=C(C=C1CCN)C=CC=C2 (benzo[b]thiophene-2-ethanamine). The solvent is C(Cl)(Cl)Cl (chloroform), C(C)N(CC)CC (triethylamine). Reaction conditions: time 30 minute. Product: S1C2=C(C=C1CCNC(OCC)=O)C=CC=C2 (Ethyl [2-(benzo[b]thiophen-2-yl)ethyl]carbamate). Reaction SMILES: Cl[C:2]([O:4][CH2:5][CH3:6])=[O:3].[S:7]1[C:11]([CH2:12][CH2:13][NH2:14])=[CH:10][C:9]2[CH:15]=[CH:16][CH:17]=[CH:18][C:8]1=2>C(Cl)(Cl)Cl.C(N(CC)CC)C>[S:7]1[C:11]([CH2:12][CH2:13][NH:14][C:2](=[O:3])[O:4][CH2:5][CH3:6])=[CH:10][C:9]2[CH:15]=[CH:16][CH:17]=[CH:18][C:8]1=2. Procedure: Ethyl chloroformate (0.18 ml) was added dropwise to a stirred, ice-cooled solution of benzo[b]thiophene-2-ethanamine (300 mg) in a mixture of chloroform (8 ml) and triethylamine (0.28 ml) under nitrogen and stirring was continued at 0° for 30 min. The solution was evaporated, the residue was treated with water (10 ml), extracted with dichloromethane (3×10 ml) and the combined, dried organic extracts were evaporated to give an oily solid. This was purified by FCC eluting with System B (1:2) to gi...